describe an organic reaction: reactants, conditions, products, and yield From a dataset of the Open Reaction Database (ORD), a public repository of structured organic reaction records. Starting materials: CNS(C)(=O)=O, CC#N, COC(=O)c1c(-c2ccc(F)cc2)nc(OS(=O)(=O)c2ccc(C)cc2)nc1C(C)C, [Na], O. Yields the product COC(=O)c1c(-c2ccc(F)cc2)nc(N(C)S(C)(=O)=O)nc1C(C)C. Reaction SMILES: [CH3:1][NH:2][S:3](=[O:4])(=[O:5])[CH3:6].[CH3:8][C:9]#[N:10].[F:11][c:12]1[cH:13][cH:14][c:15](-[c:18]2[n:19][c:20]([O:31][S:32]([c:33]3[cH:34][cH:35][c:36]([CH3:37])[cH:38][cH:39]3)(=[O:40])=[O:41])[n:21][c:22]([CH:28]([CH3:29])[CH3:30])[c:23]2[C:24](=[O:25])[O:26][CH3:27])[cH:16][cH:17]1.[Na:7].[OH2:42]>>[CH3:1][N:2]([S:3](=[O:4])(=[O:5])[CH3:6])[c:20]1[n:19][c:18](-[c:15]2[cH:14][cH:13][c:12]([F:11])[cH:17][cH:16]2)[c:23]([C:24](=[O:25])[O:26][CH3:27])[c:22]([CH:28]([CH3:29])[CH3:30])[n:21]1. Reactants: CN1C=C(C2=CC=CC=C12)C1=NNC=N1 (3-(1-Methyl-1H-indol-3-yl)-1,2,4-triazole), [H-].[Na+] (sodium hydride), BrCC(=O)N1CCCCC1 (1-(bromoacetyl)piperidine). The solvent is C1CCOC1 (THF), C1CCOC1 (THF). Reaction conditions: time 4 hour. Product: C(C)(=O)N1C(CCCC1)N1N=C(N=C1)C1=CN(C2=CC=CC=C12)C (1-[1-Acetylpiperidyl]-3-(1-methyl-1H-indol-3-yl)-1,2,4-triazole). The yield is 25.8%. Reaction SMILES: [CH3:1][N:2]1[C:10]2[C:5](=[CH:6][CH:7]=[CH:8][CH:9]=2)[C:4]([C:11]2[N:15]=[CH:14][NH:13][N:12]=2)=[CH:3]1.[H-].[Na+].Br[CH2:19][C:20]([N:22]1[CH2:27][CH2:26][CH2:25][CH2:24][CH2:23]1)=[O:21]>C1COCC1>[C:20]([N:22]1[CH2:27][CH2:26][CH2:25][CH2:24][CH:23]1[N:13]1[CH:14]=[N:15][C:11]([C:4]2[C:5]3[C:10](=[CH:9][CH:8]=[CH:7][CH:6]=3)[N:2]([CH3:1])[CH:3]=2)=[N:12]1)(=[O:21])[CH3:19] |f:1.2|. Procedure details: 3-(1-Methyl-1H-indol-3-yl)-1,2,4-triazole (0.190 g, 0.960 mmol) was dissolved with stirring in dry THF (5 ml) and was treated with sodium hydride (80%) (0.032 g, 1.05 mmol), followed by 1-(bromoacetyl)piperidine (Bull. Soc, Chim. Fr. 1964, 5, 1063-9) (0.232 g, 1.05 mmol) in dry THF (1 ml). After 4 h, the reaction mixture was evaporated under reduced pressure and partitioned between EtOAc and water. The organic layer was then dried (Na2SO4) and evaporated under reduced pressure to give a yellow o... Reactants: C1(=CC=CC=C1)N(C=1SC=C(N1)C(=O)OCC)C1=CC=CC=C1 (ethyl 2-diphenylaminothiazole-4-carboxylate), [H-].[Al+3].[Li+].[H-].[H-].[H-] (lithium aluminum hydride). Solvent: O1CCCC1 (tetrahydrofuran). Yields the product C1(=CC=CC=C1)N(C=1SC=C(N1)CO)C1=CC=CC=C1 (2-Diphenylaminothiazol-4-ylmethanol). RXN SMILES: [C:1]1([N:7]([C:18]2[CH:23]=[CH:22][CH:21]=[CH:20][CH:19]=2)[C:8]2[S:9][CH:10]=[C:11]([C:13](OCC)=[O:14])[N:12]=2)[CH:6]=[CH:5][CH:4]=[CH:3][CH:2]=1.[H-].[Al+3].[Li+].[H-].[H-].[H-]>O1CCCC1>[C:18]1([N:7]([C:1]2[CH:2]=[CH:3][CH:4]=[CH:5][CH:6]=2)[C:8]2[S:9][CH:10]=[C:11]([CH2:13][OH:14])[N:12]=2)[CH:23]=[CH:22][CH:21]=[CH:20][CH:19]=1 |f:1.2.3.4.5.6|. Procedure details: The reaction described in Preparation 15 was repeated, but using 27 g of ethyl 2-diphenylaminothiazole-4-carboxylate, 4.7 g of lithium aluminum hydride and 400 ml of tetrahydrofuran, giving the title compound as pale yellow prisms. The reactants are O=C([O-])[O-], COc1ccc(OC)c2c1COC(CO)C2, [Cs+], [Cs+], [H-], CI, [Na+], C1CCOC1. Yields the product COCC1Cc2c(OC)ccc(OC)c2CO1. As a reaction SMILES: [C:21](=[O:22])([O-:23])[O-:24].[CH3:3][O:4][c:5]1[c:6]2[c:11]([c:12]([O:15][CH3:16])[cH:13][cH:14]1)[CH2:10][O:9][CH:8]([CH2:17][OH:18])[CH2:7]2.[Cs+:25].[Cs+:26].[H-:1].[I:19][CH3:20].[Na+:2].[O:27]1[CH2:28][CH2:29][CH2:30][CH2:31]1>>[CH3:3][O:4][c:5]1[c:6]2[c:11]([c:12]([O:15][CH3:16])[cH:13][cH:14]1)[CH2:10][O:9][CH:8]([CH2:17][O:18][CH3:21])[CH2:7]2. Reactants: COC1=C(C=C(CS(=O)(=O)CC(=O)O)C=C1)[N+](=O)[O-] (4-methoxy-3-nitrobenzyl sulfonylacetic acid), COC1=C(C=O)C(=CC(=C1)OC)OC (2,4,6-trimethoxybenzaldehyde), C(C1=CC=CC=C1)N (benzylamine). The solvent is C(C)(=O)O (acetic acid). Yields the product COC1=C(C=C(CS(=O)(=O)/C=C/C2=C(C=C(C=C2OC)OC)OC)C=C1)[N+](=O)[O-] (2-((E)-2-(4-methoxy-3-nitrobenzylsulfonyl)vinyl)-1,3,5-trimethoxybenzene). The yield is 28.0%. RXN SMILES: [CH3:1][O:2][C:3]1[CH:16]=[CH:15][C:6]([CH2:7][S:8]([CH2:11][C:12](O)=O)(=[O:10])=[O:9])=[CH:5][C:4]=1[N+:17]([O-:19])=[O:18].[CH3:20][O:21][C:22]1[CH:29]=[C:28]([O:30][CH3:31])[CH:27]=[C:26]([O:32][CH3:33])[C:23]=1C=O.C(N)C1C=CC=CC=1>C(O)(=O)C>[CH3:1][O:2][C:3]1[CH:16]=[CH:15][C:6]([CH2:7][S:8](/[CH:11]=[CH:12]/[C:23]2[C:26]([O:32][CH3:33])=[CH:27][C:28]([O:30][CH3:31])=[CH:29][C:22]=2[O:21][CH3:20])(=[O:10])=[O:9])=[CH:5][C:4]=1[N+:17]([O-:19])=[O:18]. Procedure details: To a solution of 4-methoxy-3-nitrobenzyl sulfonylacetic acid (4.5 g, 15.5 mmol) in 30 mL of glacial acetic acid was added 2,4,6-trimethoxybenzaldehyde (3.05 g, 15.5 mmol) and a catalytic amount of benzylamine (0.6 mL). The resulting mixture was heated at reflux temperature for 6 h. The reaction mixture was then concentrated under reduced pressure to yield a gummy material. The gum was triturated with 2-propanol to yield a solid product. The solid product was recrystallized from a mixture of acet... Reactants: O.Cl.C(C1=CC=CC=C1)(=N)N (benzamidine hydrochloride hydrate), C(C)(=O)[O-].[Na+] (sodium acetate), C(C)O (ethanol), [N+](=O)([O-])C1=C(C=CC(CC(=O)OCC)=O)C=CC=C1 (ethyl 2-nitrobenzylidene-acetoacetate), Cl (hydrochloric acid). The solvent is C(C)(=O)OCC (ethyl acetate), O (water). Yields the product CC1=C(C(N=C(N1)C1=CC=CC=C1)C1=C(C=CC=C1)[N+](=O)[O-])C(=O)OCC (Ethyl 6-methyl-4-(2-nitrophenyl)-2-phenyl-1,4-dihydro-pyrimidine-5-carboxylate). As a reaction SMILES: [N+:1]([C:4]1[CH:19]=[CH:18][CH:17]=[CH:16][C:5]=1[CH:6]=[CH:7][C:8](=[O:15])CC(OCC)=O)([O-:3])=[O:2].[OH2:20].Cl.[C:22]([NH2:30])(=[NH:29])[C:23]1[CH:28]=[CH:27][CH:26]=[CH:25][CH:24]=1.[C:31]([O-])(=O)[CH3:32].[Na+].Cl.[CH2:37](O)[CH3:38]>C(OCC)(=O)C.O>[CH3:37][C:38]1[NH:30][C:22]([C:23]2[CH:28]=[CH:27][CH:26]=[CH:25][CH:24]=2)=[N:29][CH:6]([C:5]2[CH:16]=[CH:17][CH:18]=[CH:19][C:4]=2[N+:1]([O-:3])=[O:2])[C:7]=1[C:8]([O:15][CH2:31][CH3:32])=[O:20] |f:1.2.3,4.5|. Procedure details: 15.8 g (60 mmols) of ethyl 2-nitrobenzylidene-acetoacetate are boiled under reflux with 11.5 g (66 mmols) of benzamidine hydrochloride hydrate and 5.91 g (72 mmols) of anhydrous sodium acetate in 180 ml of ethanol for 18 hours. The mixture is cooled and concentrated. The evaporation residue obtained is taken up in a mixture of ethyl acetate, water and 100 ml of 1 N hydrochloric acid and the mixture is shaken vigorously and left to separate. The ethyl acetate phase is extracted once more with 100...